From a dataset of the Open Reaction Database (ORD), a public repository of structured organic reaction records. describe an organic reaction: reactants, conditions, products, and yield The reactants are ClC=1C=CC(=C(C1)C1=CC(N(C=C1OC)C(C(=O)NC1=CC=C2C=C(NC2=C1)C(=O)OCC)CC)=O)C#N (ethyl 6-({2-[4-(5-chloro-2-cyanophenyl)-5-methoxy-2-oxopyridin-1(2H)-yl]butanoyl}amino)-1H-indole-2-carboxylate), [OH-].[Li+] (lithium hydroxide). The product is ClC=1C=CC(=C(C1)C1=CC(N(C=C1OC)C(C(=O)NC1=CC=C2C=C(NC2=C1)C(=O)O)CC)=O)C#N (6-({2-[4-(5-Chloro-2-cyanophenyl)-5-methoxy-2-oxopyridin-1(2H)-yl]butanoyl}amino)-1H-indole-2-carboxylic acid). RXN SMILES: [Cl:1][C:2]1[CH:3]=[CH:4][C:5]([C:37]#[N:38])=[C:6]([C:8]2[C:13]([O:14][CH3:15])=[CH:12][N:11]([CH:16]([CH2:34][CH3:35])[C:17]([NH:19][C:20]3[CH:28]=[C:27]4[C:23]([CH:24]=[C:25]([C:29]([O:31]CC)=[O:30])[NH:26]4)=[CH:22][CH:21]=3)=[O:18])[C:10](=[O:36])[CH:9]=2)[CH:7]=1.[OH-].[Li+]>>[Cl:1][C:2]1[CH:3]=[CH:4][C:5]([C:37]#[N:38])=[C:6]([C:8]2[C:13]([O:14][CH3:15])=[CH:12][N:11]([CH:16]([CH2:34][CH3:35])[C:17]([NH:19][C:20]3[CH:28]=[C:27]4[C:23]([CH:24]=[C:25]([C:29]([OH:31])=[O:30])[NH:26]4)=[CH:22][CH:21]=3)=[O:18])[C:10](=[O:36])[CH:9]=2)[CH:7]=1 |f:1.2|. Procedure details: 75 mg (0.14 mmol) of ethyl 6-({2-[4-(5-chloro-2-cyanophenyl)-5-methoxy-2-oxopyridin-1(2H)-yl]butanoyl}amino)-1H-indole-2-carboxylate (racemate) were hydrolysed with lithium hydroxide according to General Method 3. Yield: 38 mg (48% of theory) Starting materials: Brc1cccs1, CCN=C=NCCCN(C)C, CN(C)c1ccncc1, CN(C)C=O, ClCCl, Cc1cc(F)ccc1C(=O)O, NS(=O)(=O)C=Cc1cccs1. Product: Cc1cc(F)ccc1C(=O)NS(=O)(=O)C=Cc1cccs1. As a reaction SMILES: [Br:23][c:24]1[s:25][cH:26][cH:27][cH:28]1.[CH2:29]([N:30]=[C:31]=[N:32][CH2:33][CH2:34][CH2:35][N:36]([CH3:37])[CH3:38])[CH3:39].[CH3:43][N:44]([CH3:45])[c:46]1[cH:47][cH:48][n:49][cH:50][cH:51]1.[CH3:52][N:53]([CH3:54])[CH:55]=[O:56].[Cl:40][CH2:41][Cl:42].[F:1][c:2]1[cH:3][c:4]([CH3:11])[c:5]([C:6](=[O:7])[OH:8])[cH:9][cH:10]1.[s:12]1[c:13]([CH:17]=[CH:18][S:19](=[O:20])(=[O:21])[NH2:22])[cH:14][cH:15][cH:16]1>>[F:1][c:2]1[cH:3][c:4]([CH3:11])[c:5]([C:6](=[O:8])[NH:22][S:19]([CH:18]=[CH:17][c:13]2[s:12][cH:16][cH:15][cH:14]2)(=[O:20])=[O:21])[cH:9][cH:10]1. Reactants: BrCC(=S)C1=CC(=C(C=C1)O)C (2-bromo-4'-hydroxy-3'-methylthioacetophenone), [N-]=[N+]=[N-].[Na+] (sodium azide). The solvent is O1CCCC1 (tetrahydrofuran), O (water). Run at time 5 hour. Product: N(=[N+]=[N-])CC(=S)C1=CC(=C(C=C1)O)C (2-azido-4'-hydroxy-3'-methylthioacetophenone). RXN SMILES: Br[CH2:2][C:3]([C:5]1[CH:10]=[CH:9][C:8]([OH:11])=[C:7]([CH3:12])[CH:6]=1)=[S:4].[N-:13]=[N+:14]=[N-:15].[Na+]>O1CCCC1.O>[N:13]([CH2:2][C:3]([C:5]1[CH:10]=[CH:9][C:8]([OH:11])=[C:7]([CH3:12])[CH:6]=1)=[S:4])=[N+:14]=[N-:15] |f:1.2|. Reported procedure: To a solution of the product of Step A (150.5 g, 0.576 mole) in tetrahydrofuran (1 liter) cooled to 20° C., add dropwise sodium azide (37.4 g, 0.576 mole) in water (450 ml) and stir for five hours. Partially evaporate the solvent and extract the concentrated reaction mixture with chloroform. Dry the organic phase and evaporate in vacuo to obtain 2-azido-4'-hydroxy-3'-methylthioacetophenone, mp. 124°-129° C. Starting materials: C(=C)C1=CC2=C(C(OC2)=O)C=C1C (5-ethenyl-6-methyl-2-benzofuran-1(3H)-one), C1=CC(=CC(=C1)Cl)C(=O)OO (mCPBA). The solvent is C(Cl)Cl (DCM), C(Cl)Cl (DCM). Reaction conditions: time 2 day. The product is CC=1C(=CC2=C(C(OC2)=O)C1)C1OC1 (6-methyl-5-oxiran-2-yl-2-benzofuran-1(3H)-one). Reaction SMILES: [CH:1]([C:3]1[C:12]([CH3:13])=[CH:11][C:6]2[C:7](=[O:10])[O:8][CH2:9][C:5]=2[CH:4]=1)=[CH2:2].C1C=C(Cl)C=C(C(OO)=[O:22])C=1>C(Cl)Cl>[CH3:13][C:12]1[C:3]([CH:1]2[CH2:2][O:22]2)=[CH:4][C:5]2[CH2:9][O:8][C:7](=[O:10])[C:6]=2[CH:11]=1. Procedure details: To a solution of 5-ethenyl-6-methyl-2-benzofuran-1(3H)-one (1.00 g, 5.75 mmol) in 50 mL of DCM was slowly added mCPBA (3.50 g, 17.4 mmol) in 50 mL of DCM at 0° C. The mixture was warmed to room temperature, and stirred for 2 days. The mixture was washed with aqueous Na2SO3 until KI indicator paper didn't change color. The organic layer was washed with brine and then concentrated. The residue was purified via silica column to give product 6-methyl-5-oxiran-2-yl-2-benzofuran-1(3H)-one.